From a dataset of the Open Reaction Database (ORD), a public repository of structured organic reaction records. describe an organic reaction: reactants, conditions, products, and yield The reactants are Cl.NO (hydroxylamine hydrochloride), C(C)(=O)[O-].[Na+] (sodium acetate), C(C)OC(CN1C(=O)C(=O)C2=CC=CC=C12)OCC (1-(2,2-diethoxyethyl)isatin). Run in O (water), C(C)O (ethanol). Reaction conditions: time 1 hour. The product is C(C)OC(CN1C(C(C2=CC=CC=C12)=NO)=O)OCC (1-(2,2-diethoxyethyl)-3-(hydroxyimino)indolin-2-one). Isolated yield 60.5%. As a reaction SMILES: Cl.[NH2:2][OH:3].C([O-])(=O)C.[Na+].[CH2:9]([O:11][CH:12]([O:25][CH2:26][CH3:27])[CH2:13][N:14]1[C:24]2[C:19](=[CH:20][CH:21]=[CH:22][CH:23]=2)[C:17](=O)[C:15]1=[O:16])[CH3:10]>O.C(O)C>[CH2:9]([O:11][CH:12]([O:25][CH2:26][CH3:27])[CH2:13][N:14]1[C:24]2[C:19](=[CH:20][CH:21]=[CH:22][CH:23]=2)[C:17](=[N:2][OH:3])[C:15]1=[O:16])[CH3:10] |f:0.1,2.3|. Procedure details: A solution of 5.38 g of hydroxylamine hydrochloride and 5.38 g of sodium acetate in 40 ml of water was added to a suspension of 11.1 g of 1-(2,2-diethoxyethyl)isatin in 100 ml of ethanol. The mixture was stirred at room temperature for 1 hour, followed by concentration. The concentrate was diluted with chloroform and washed with an aqueous solution of sodium chloride. The chloroform layer was dried over anhydrous sodium sulfate and concentrated, and the residue was recrystallized from ethyl acet...